From a dataset of the Open Reaction Database (ORD), a public repository of structured organic reaction records. describe an organic reaction: reactants, conditions, products, and yield The reactants are C(CC1=CC=CC=C1)C=1N=C2N(C3=C(NC4=C2C=CC=C4)N=CC=C3)C1C1=CC=C(C=C1)C1(CCC1)NC(OC(C)(C)C)=O (tert-butyl (1-(4-(2-phenethyl-9H-benzo[f]imidazo[1,2-d]pyrido[2,3-b][1,4]diazepin-3-yl)phenyl)cyclobutyl)carbamate), Cl (HCl). Reported procedure: To a solution of tert-butyl (1-(4-(2-phenethyl-9H-benzo[f]imidazo[1,2-d]pyrido[2,3-b][1,4]diazepin-3-yl)phenyl)cyclobutyl)carbamate (0.042 g) in dichloromethane (2 mL) was added 4.0 M HCl in dioxane (0.18 mL). The reaction was stirred at room temperature overnight. The reaction mixture was concentrated in vacuo and the residue was treated with aq. saturated sodium bicarbonate (10 mL). The mixture was extracted with dichloromethane (2×10 mL). The combined extracts were concentrated under reduced ... Run in ClCCl (dichloromethane), O1CCOCC1 (dioxane). Reaction conditions: time 8 hour. Yields the product C(CC1=CC=CC=C1)C=1N=C2N(C3=C(NC4=C2C=CC=C4)N=CC=C3)C1C1=CC=C(C=C1)C1(CCC1)N (1-(4-(2-phenethyl-9H-benzo[f]imidazo[1,2-d]pyrido[2,3-b][1,4]diazepin-3-yl)phenyl)cyclobutanamine), solid. The yield is 29.0%. RXN SMILES: [CH2:1]([C:9]1[N:10]=[C:11]2[C:17]3[CH:18]=[CH:19][CH:20]=[CH:21][C:16]=3[NH:15][C:14]3[N:22]=[CH:23][CH:24]=[CH:25][C:13]=3[N:12]2[C:26]=1[C:27]1[CH:32]=[CH:31][C:30]([C:33]2([NH:37]C(=O)OC(C)(C)C)[CH2:36][CH2:35][CH2:34]2)=[CH:29][CH:28]=1)[CH2:2][C:3]1[CH:8]=[CH:7][CH:6]=[CH:5][CH:4]=1.Cl>ClCCl.O1CCOCC1>[CH2:1]([C:9]1[N:10]=[C:11]2[C:17]3[CH:18]=[CH:19][CH:20]=[CH:21][C:16]=3[NH:15][C:14]3[N:22]=[CH:23][CH:24]=[CH:25][C:13]=3[N:12]2[C:26]=1[C:27]1[CH:32]=[CH:31][C:30]([C:33]2([NH2:37])[CH2:34][CH2:35][CH2:36]2)=[CH:29][CH:28]=1)[CH2:2][C:3]1[CH:8]=[CH:7][CH:6]=[CH:5][CH:4]=1. Starting materials: CCO, Cc1oc(-c2ccccc2)nc1CCC#N, [K+], [OH-], O. Product: Cc1oc(-c2ccccc2)nc1CCC(=O)O. Reaction SMILES: [CH2:20]([OH:21])[CH3:22].[CH3:3][c:4]1[c:5]([CH2:15][CH2:16][C:17]#[N:18])[n:6][c:7](-[c:9]2[cH:10][cH:11][cH:12][cH:13][cH:14]2)[o:8]1.[K+:2].[OH-:1].[OH2:19]>>[O:1]=[C:17]([CH2:16][CH2:15][c:5]1[c:4]([CH3:3])[o:8][c:7](-[c:9]2[cH:10][cH:11][cH:12][cH:13][cH:14]2)[n:6]1)[OH:19]. Starting materials: COC1=CC2=C(C=C1)C1(C(NC3=CC=CC=C13)=O)CO2 (6-methoxyspiro[1-benzofuran-3,3′-indol]-2′(1′H)-one), BrCC=1OC(=CC1)C(F)(F)F (2-(bromomethyl)-5-(trifluoromethyl)furan), CC1=NOC2=C1C=C1C(=C2)OCC12C(NC1=CC=CC=C21)=O (3-methylspiro[furo[3,2-f][1,2]benzisoxazole-5,3′-indol]-2′(1′H)-one), BrCC1CCOCC1 (4-(bromomethyl)tetrahydro-2H-pyran). The product is COC1=CC2=C(C=C1)C1(C(N(C3=CC=CC=C13)CC1CCOCC1)=O)CO2 (6-methoxy-1′-(tetrahydro-2H-pyran-4-ylmethyl)spiro[1-benzofuran-3,3′-indol]-2′(1′H)-one). Reaction SMILES: [CH3:1][O:2][C:3]1[CH:8]=[CH:7][C:6]2[C:9]3([CH2:19][O:20][C:5]=2[CH:4]=1)[C:17]1[C:12](=[CH:13][CH:14]=[CH:15][CH:16]=1)[NH:11][C:10]3=[O:18].CC1C2C=C3[C:33]4([C:41]5[C:36](=[CH:37]C=C[CH:40]=5)N[C:34]4=[O:42])COC3=CC=2ON=1.BrCC1CCOCC1.BrCC1OC(C(F)(F)F)=CC=1>>[CH3:1][O:2][C:3]1[CH:8]=[CH:7][C:6]2[C:9]3([CH2:19][O:20][C:5]=2[CH:4]=1)[C:17]1[C:12](=[CH:13][CH:14]=[CH:15][CH:16]=1)[N:11]([CH2:40][CH:41]1[CH2:36][CH2:37][O:42][CH2:34][CH2:33]1)[C:10]3=[O:18]. Procedure details: Following the procedure as described in EXAMPLE 9 and making non-critical variations using 6-methoxyspiro[1-benzofuran-3,3′-indol]-2′(1′H)-one to replace 3-methylspiro[furo[3,2-f][1,2]benzisoxazole-5,3′-indol]-2′(1′H)-one, and 4-(bromomethyl)tetrahydro-2H-pyran to replace 2-(bromomethyl)-5-(trifluoromethyl)furan, 6-methoxy-1′-(tetrahydro-2H-pyran-4-ylmethyl)spiro[1-benzofuran-3,3′-indol]-2′(1′H)-one was obtained (84%) as a colorless foam; 1H NMR (300 MHz, CDCl3) δ 7.31 (dd, J=7.5, 1.2 Hz, 1H), 7... The reactants are OC=1N=C2N(C(C1C)=O)CCS2 (7-hydroxy-6-methyl-2,3-dihydro-5H-thiazolo[3,2-a]pyrimidin-5-one), C([O-])([O-])=O.[K+].[K+] (potassium carbonate), ClC1=CC=C(C(=O)C2=CC=C(CBr)C=C2)C=C1 (4-(4-chlorobenzoyl)benzyl bromide). The solvent is CN(C)C=O (DMF). Conditions: temperature 60 celsius, time 2 hour. Product: ClC1=CC=C(C(=O)C2=CC=C(COC=3N=C4N(C(C3C)=O)CCS4)C=C2)C=C1 (7-[4-(4-Chlorobenzoyl)benzyloxy]-6-methyl-2,3-dihydro-5H-thiazolo[3,2-a]pyrimidin-5-one). Isolated yield 8.9%. Reaction SMILES: [OH:1][C:2]1[N:3]=[C:4]2[S:12][CH2:11][CH2:10][N:5]2[C:6](=[O:9])[C:7]=1[CH3:8].C(=O)([O-])[O-].[K+].[K+].[Cl:19][C:20]1[CH:35]=[CH:34][C:23]([C:24]([C:26]2[CH:33]=[CH:32][C:29]([CH2:30]Br)=[CH:28][CH:27]=2)=[O:25])=[CH:22][CH:21]=1>CN(C=O)C>[Cl:19][C:20]1[CH:21]=[CH:22][C:23]([C:24]([C:26]2[CH:33]=[CH:32][C:29]([CH2:30][O:1][C:2]3[N:3]=[C:4]4[S:12][CH2:11][CH2:10][N:5]4[C:6](=[O:9])[C:7]=3[CH3:8])=[CH:28][CH:27]=2)=[O:25])=[CH:34][CH:35]=1 |f:1.2.3|. Procedure: To a solution of 7-hydroxy-6-methyl-2,3-dihydro-5H-thiazolo[3,2-a]pyrimidin-5-one (1.0 g) and potassium carbonate (750 mg) in DMF (15 ml) was added 4-(4-chlorobenzoyl)benzyl bromide (2.0 g) and the mixture was stirred at 60° C. for 2 hours. This reaction mixture was concentrated and the residue was purified by silica gel column chromatography (hexane-ethyl acetate =1:1) and recrystallized from isopropyl ether to provide the title compound as colorless solid (200 mg). Reactants: CCCCCCOC(C)C(=O)Cl, O=C(O)c1ccc(O)c(Cl)c1. The product is CCCCCCOC(C)C(=O)Oc1ccc(C(=O)O)cc1Cl. RXN SMILES: [CH2:12]([CH2:13][CH2:14][CH2:15][CH2:16][CH3:17])[O:18][CH:19]([C:20](=[O:21])[Cl:22])[CH3:23].[Cl:1][c:2]1[cH:3][c:4]([C:5](=[O:6])[OH:7])[cH:8][cH:9][c:10]1[OH:11]>>[Cl:1][c:2]1[cH:3][c:4]([C:5](=[O:6])[OH:7])[cH:8][cH:9][c:10]1[O:11][C:20]([CH:19]([O:18][CH2:12][CH2:13][CH2:14][CH2:15][CH2:16][CH3:17])[CH3:23])=[O:21]. Starting materials: [N+](=O)([O-])C1=CC=C(C=C1)N1CCN(CC1)CCCN1S(C=2C3=C1C=CC=C3C=CC2)(=O)=O (2-{3-[4-(4-Nitrophenyl)-1-piperazinyl]propyl}naphtho[1,8-cd]isothiazole 1,1-dioxide), stannous chloride dihydrate, C(C)O (ethanol), [BH4-].[Na+] (sodium borohydride), ice, [OH-].[Na+] (caustic soda). Solvent: O (water). Conditions: time 1 hour. Yields the product NC1=CC=C(C=C1)N1CCN(CC1)CCCN1S(C=2C3=C1C=CC=C3C=CC2)(=O)=O (2-{3 -[4-(4-Aminophenyl)-1-piperazinyl] propyl}naphtho[1,8-cd]isothiazole 1,1-dioxide). The yield is 8.6%. RXN SMILES: [N+:1]([C:4]1[CH:9]=[CH:8][C:7]([N:10]2[CH2:15][CH2:14][N:13]([CH2:16][CH2:17][CH2:18][N:19]3[C:23]4[CH:24]=[CH:25][CH:26]=[C:27]5[CH:28]=[CH:29][CH:30]=[C:21]([C:22]=45)[S:20]3(=[O:32])=[O:31])[CH2:12][CH2:11]2)=[CH:6][CH:5]=1)([O-])=O.C(O)C.[BH4-].[Na+].[OH-].[Na+]>O>[NH2:1][C:4]1[CH:9]=[CH:8][C:7]([N:10]2[CH2:11][CH2:12][N:13]([CH2:16][CH2:17][CH2:18][N:19]3[C:23]4[CH:24]=[CH:25][CH:26]=[C:27]5[CH:28]=[CH:29][CH:30]=[C:21]([C:22]=45)[S:20]3(=[O:32])=[O:31])[CH2:14][CH2:15]2)=[CH:6][CH:5]=1 |f:2.3,4.5|. Reported procedure: 2-{3-[4-(4-Nitrophenyl)-1-piperazinyl]propyl}naphtho[1,8-cd]isothiazole 1,1-dioxide (30 g), stannous chloride dihydrate (74.8 g) and ethanol (500 cc) are heated for one hour at 60° C. under a current of argon. Then sodium borohydride (1.3 g) is added over one hour in small portions. Stirring is continued for one hour at 60° C., then for 15 hours at a temperature of about 20° C. The mixture is poured into water and ice (500 cc) then alkalinized with 4N caustic soda to pH 9. The organic phase is e...